Dataset: the Open Reaction Database (ORD), a public repository of structured organic reaction records. Task: describe an organic reaction: reactants, conditions, products, and yield The reactants are O=C(OO)c1cccc(Cl)c1, ClCCl, Cc1ncccc1C(F)F. Product: Cc1c(C(F)F)ccc[n+]1[O-]. As a reaction SMILES: [Cl:11][c:12]1[cH:13][cH:14][cH:15][c:16]([C:17]([O:18][OH:20])=[O:19])[cH:21]1.[Cl:22][CH2:23][Cl:24].[F:1][CH:2]([c:3]1[c:4]([CH3:9])[n:5][cH:6][cH:7][cH:8]1)[F:10]>>[F:1][CH:2]([c:3]1[c:4]([CH3:9])[n+:5]([O-:19])[cH:6][cH:7][cH:8]1)[F:10]. Product: CCOC(=O)c1ccc(C)[n+]([O-])c1. Reaction SMILES: [CH3:15][C:16](=[O:17])[OH:18].[CH3:1][c:2]1[n:3][cH:4][c:5]([C:6](=[O:7])[O:8][CH2:9][CH3:10])[cH:11][cH:12]1.[OH:13][OH:14]>>[CH3:1][c:2]1[n+:3]([O-:13])[cH:4][c:5]([C:6](=[O:7])[O:8][CH2:9][CH3:10])[cH:11][cH:12]1. Reactants: CC(=O)O, CCOC(=O)c1ccc(C)nc1, OO. The reactants are ClC1=C(C=CC(=C1)Cl)C(CN)CCCC (2-(2,4-dichlorophenyl)hexyl amine), CN(/C=N/N=C/N(C)C)C (N,N-dimethyl formamide azine). The reagents and catalysts are C1(=CC=C(C=C1)S(=O)(=O)O)C (p-toluene sulfonic acid). The solvent is C1(=CC=CC=C1)C (toluene). Yields the product ClC1=C(C=CC(=C1)Cl)C(CN1C=NN=C1)CCCC (4-[2-(2,4-dichlorophenyl)hexyl]-1,2,4-triazole). The yield is 125.7%. Reaction SMILES: [Cl:1][C:2]1[CH:7]=[C:6]([Cl:8])[CH:5]=[CH:4][C:3]=1[CH:9]([CH2:12][CH2:13][CH2:14][CH3:15])[CH2:10][NH2:11].CN(C)/[CH:18]=[N:19]/[N:20]=[CH:21]/N(C)C>C1(C)C=CC=CC=1.C1(C)C=CC(S(O)(=O)=O)=CC=1>[Cl:1][C:2]1[CH:7]=[C:6]([Cl:8])[CH:5]=[CH:4][C:3]=1[CH:9]([CH2:12][CH2:13][CH2:14][CH3:15])[CH2:10][N:11]1[CH:21]=[N:20][N:19]=[CH:18]1. Procedure: A mixture of 10 g (0.04 mole) of 2-(2,4-dichlorophenyl)hexyl amine, 5.7 g (0.04 mole) of N,N-dimethyl formamide azine and 0.5 g of p-toluene sulfonic acid in 100 ml of dry toluene is heated under reflux for 16 hours. The solvent is evaporated to give 15 g of a white solid which can be further purified by recrystallization from benzene to give 7.5 g of pure product. Starting materials: O.NN (hydrazine hydrate), CSC=1C=CC2=C(C(=NCC=3N2C(=NN3)CON3C(C=2C(C3=O)=CC=CC2)=O)C2=CC=CC=C2)C1 (8-methylthio-6-phenyl-1-[(phthalimidooxy)methyl]-4H-s-triazolo[4,3-a][1,4]benzodiazepine). Run in C(C)O (ethanol). Product: NOCC1=NN=C2N1C1=C(C(=NC2)C2=CC=CC=C2)C=C(C=C1)SC (1-[(aminooxy)methyl]-8-methylthio-6-phenyl-4H-s-triazolo[4,3-a][1,4]benzodiazepine). RXN SMILES: O.NN.[CH3:4][S:5][C:6]1[CH:7]=[CH:8][C:9]2[N:15]3[C:16]([CH2:19][O:20][N:21]4C(=O)C5=CC=CC=C5C4=O)=[N:17][N:18]=[C:14]3[CH2:13][N:12]=[C:11]([C:32]3[CH:37]=[CH:36][CH:35]=[CH:34][CH:33]=3)[C:10]=2[CH:38]=1>C(O)C>[NH2:21][O:20][CH2:19][C:16]1[N:15]2[C:9]3[CH:8]=[CH:7][C:6]([S:5][CH3:4])=[CH:38][C:10]=3[C:11]([C:32]3[CH:33]=[CH:34][CH:35]=[CH:36][CH:37]=3)=[N:12][CH2:13][C:14]2=[N:18][N:17]=1 |f:0.1|. Procedure: In the manner given in Example 2, a solution of hydrazine hydrate in ethanol is reacted at 65° C. with 8-methylthio-6-phenyl-1-[(phthalimidooxy)methyl]-4H-s-triazolo[4,3-a][1,4]benzodiazepine to give 1-[(aminooxy)methyl]-8-methylthio-6-phenyl-4H-s-triazolo[4,3-a][1,4]benzodiazepine. Reactants: COOC(CBr)OOC (bromoacetaldehyde dimethoxyacetal), C1(=CC=C(C=C1)S(=O)(=O)O)C (p-toluenesulfonic acid), OC1=CC=C(C(=S)N)C=C1 (4-hydroxy-thiobenzamide). Solvent: C(C)O (ethanol). The product is S1C(=NC=C1)C1=CC=C(C=C1)O (4-(Thiazol-2-yl)-phenol). Isolated yield 61.3%. As a reaction SMILES: COO[CH:4](OOC)[CH2:5]Br.C1(C)C=CC(S(O)(=O)=O)=CC=1.[OH:21][C:22]1[CH:30]=[CH:29][C:25]([C:26]([NH2:28])=[S:27])=[CH:24][CH:23]=1>C(O)C>[S:27]1[CH:5]=[CH:4][N:28]=[C:26]1[C:25]1[CH:29]=[CH:30][C:22]([OH:21])=[CH:23][CH:24]=1. Procedure details: In a round-bottomed flask, bromoacetaldehyde dimethoxyacetal (123 μl, 1.04 mmol), p-toluenesulfonic acid (199 mg, 1.04 mmol), and 4-hydroxy-thiobenzamide (160 mg, 1.04 mmol) were dissolved in ethanol (10 ml) and the resulting solution was heated to reflux for about twenty-four hours. The reaction mixture was then concentrated to an oil which was redissolved in ethyl acetate, and extracted with saturated aqueous sodium carbonate. The combined organic extracts were then washed with brine, dried ov... The reactants are CSC1=NC=2CCCCC2C(N1)=O (2-Methylsulfanyl-5,6,7,8-tetrahydro-3H-quinazolin-4-one), FC1=CC=C(C=C1)N1CCNCC1 (1-(4-fluorophenyl)piperazine). Solvent: C(CC(C)C)O (isoamyl alcohol). Product: FC1=CC=C(C=C1)N1CCN(CC1)C1=NC=2CCCCC2C(N1)=O (2-[4-(4-Fluorophenyl)piperazin-1-yl]-5,6,7,8-tetrahydro-3H-quinazolin-4-one). RXN SMILES: CS[C:3]1[NH:12][C:11](=[O:13])[C:10]2[CH2:9][CH2:8][CH2:7][CH2:6][C:5]=2[N:4]=1.[F:14][C:15]1[CH:20]=[CH:19][C:18]([N:21]2[CH2:26][CH2:25][NH:24][CH2:23][CH2:22]2)=[CH:17][CH:16]=1>C(O)CC(C)C>[F:14][C:15]1[CH:16]=[CH:17][C:18]([N:21]2[CH2:26][CH2:25][N:24]([C:3]3[NH:12][C:11](=[O:13])[C:10]4[CH2:9][CH2:8][CH2:7][CH2:6][C:5]=4[N:4]=3)[CH2:23][CH2:22]2)=[CH:19][CH:20]=1. Procedure: 2-Methylsulfanyl-5,6,7,8-tetrahydro-3H-quinazolin-4-one (100 mg; 0.51 mmol) and 1-(4-fluorophenyl)piperazine (91.8 μl; 0.51 mmol) are suspended in isoamyl alcohol (1 ml), and the mixture is irradiated in the microwave (CEM Discover) at 150° C. for 2 h with stirring. The precipitated crystals are filtered off with suction, rinsed thoroughly with ethanol and diethyl ether and filtered off with suction. The crude product obtained in this way is rinsed again with hot ethanol and diethyl ether, filte...